Dataset: the Open Reaction Database (ORD), a public repository of structured organic reaction records. Task: describe an organic reaction: reactants, conditions, products, and yield Starting materials: [OH-].[K+] (potassium hydroxide), Cl.NC1CC2CCC(C1)N2 (3-amino-8-azabicyclo[3.2.1]octane hydrochloride). Run in C(C)O (ethanol), C(C)O (ethanol). Run at time 3 hour. Product: NC1CC2CCC(C1)N2 (3-amino-8-azabicyclo[3.2.1]octane). Yield: 35.7%. RXN SMILES: Cl.[NH2:2][CH:3]1[CH2:9][CH:8]2[NH:10][CH:5]([CH2:6][CH2:7]2)[CH2:4]1.[OH-].[K+]>C(O)C>[NH2:2][CH:3]1[CH2:4][CH:5]2[NH:10][CH:8]([CH2:7][CH2:6]2)[CH2:9]1 |f:0.1,2.3|. Procedure details: After completion of the hydrogenation, insoluble matters were filtered off and 40 ml of conc. hydrochloric acid was added to the filtrate. The solvent was distilled off under vacuum and the residue was recrystallized from ethanol to give 8.3 g of 3-amino-8-azabicyclo[3.2.1]octane hydrochloride. After 8.3 g of the hydrochloride was added to 100 ml of ethanol, a solution of 5.2 g of potassium hydroxide in 50 ml of ethanol was added to the mixture followed by stirring at room temperature for 3 hour...